From a dataset of the Open Reaction Database (ORD), a public repository of structured organic reaction records. describe an organic reaction: reactants, conditions, products, and yield Starting materials: COCCOc1nc(C(=O)O)cnc1N1CCOCC1, CCC(N)(CC)C(=O)OC, CCCOc1nc(C(=O)NC(CO)CC(C)C)cnc1N1CCCC1. Product: CCC(CC)(NC(=O)c1cnc(N2CCOCC2)c(OCCOC)n1)C(=O)OC. As a reaction SMILES: [CH3:26][O:27][CH2:28][CH2:29][O:30][c:31]1[c:32]([N:40]2[CH2:41][CH2:42][O:43][CH2:44][CH2:45]2)[n:33][cH:34][c:35]([C:37](=[O:38])[OH:39])[n:36]1.[CH3:46][O:47][C:48]([C:49]([CH2:50][CH3:51])([CH2:52][CH3:53])[NH2:54])=[O:55].[OH:1][CH2:2][CH:3]([NH:4][C:5]([c:6]1[cH:7][n:8][c:9]([N:10]2[CH2:11][CH2:12][CH2:13][CH2:14]2)[c:15]([O:16][CH2:17][CH2:18][CH3:19])[n:20]1)=[O:21])[CH2:22][CH:23]([CH3:24])[CH3:25]>>[CH3:26][O:27][CH2:28][CH2:29][O:30][c:31]1[c:32]([N:40]2[CH2:41][CH2:42][O:43][CH2:44][CH2:45]2)[n:33][cH:34][c:35]([C:37](=[O:39])[NH:54][C:49]([C:48]([O:47][CH3:46])=[O:55])([CH2:50][CH3:51])[CH2:52][CH3:53])[n:36]1. The reactants are FC(C(=O)O)(F)F (trifluoroacetic acid), C(C)(C)(C)OC(=O)N1CCN(CC1)C(=O)C1=NN(C(=C1)C1=CC=CC=C1)C=1C=NC(=CC1)OC (1-[1-(6-methoxy-3-pyridyl)-5-phenylpyrazole-3-carbonyl]piperazine-4-carboxylic acid tert-butyl ester). Solvent: C(Cl)Cl (methylene chloride). Run at time 0.7 hour. The product is COC1=CC=C(C=N1)N1N=C(C=C1C1=CC=CC=C1)C(=O)N1CCNCC1 (1-[1-(6-Methoxy-3-pyridyl)-5-phenylpyrazole-3-carbonyl]piperazine), product. Yield: 89.0%. As a reaction SMILES: FC(F)(F)C(O)=O.C(OC([N:15]1[CH2:20][CH2:19][N:18]([C:21]([C:23]2[CH:27]=[C:26]([C:28]3[CH:33]=[CH:32][CH:31]=[CH:30][CH:29]=3)[N:25]([C:34]3[CH:35]=[N:36][C:37]([O:40][CH3:41])=[CH:38][CH:39]=3)[N:24]=2)=[O:22])[CH2:17][CH2:16]1)=O)(C)(C)C>C(Cl)Cl>[CH3:41][O:40][C:37]1[N:36]=[CH:35][C:34]([N:25]2[C:26]([C:28]3[CH:29]=[CH:30][CH:31]=[CH:32][CH:33]=3)=[CH:27][C:23]([C:21]([N:18]3[CH2:19][CH2:20][NH:15][CH2:16][CH2:17]3)=[O:22])=[N:24]2)=[CH:39][CH:38]=1. Reported procedure: At room temperature, trifluoroacetic acid (2.4 mL) was added to a solution of the above-mentioned 1-[1-(6-methoxy-3-pyridyl)-5-phenylpyrazole-3-carbonyl]piperazine-4-carboxylic acid tert-butyl ester (0.639 g) in methylene chloride (15 mL), followed by stirring of the mixture for 0.7 hours. The reaction solvent was removed under reduced pressure, and the residue was partitioned between chloroform and saturated aqueous sodium hydrogencarbonate. The aqueous layer was extracted with chloroform. The ... The reactants are FC1=C(OC2=CC=C(C=C2)C(C)=O)C=CC=C1 (4'-(2-fluorophenoxy)acetophenone), P(Cl)(Cl)(Cl)(Cl)Cl (phosphorus pentachloride), P(=O)(Cl)(Cl)Cl (phosphorus oxychloride), C(C)OCC (diethyl ether), [Na] (sodium), liquid, N (ammonia), ferric chloride. The solvent is [Cl-].[NH4+] (ammonium chloride), O (water). Conditions: time 8 hour. The product is FC1=C(OC=2C=C(C=CC2)C#C)C=CC=C1 ([3-(2-fluorophenoxy)phenyl]acetylene). As a reaction SMILES: [F:1][C:2]1[CH:17]=[CH:16][CH:15]=[CH:14][C:3]=1[O:4][C:5]1[CH:10]=[CH:9][C:8](C(=O)C)=[CH:7][CH:6]=1.P(Cl)(Cl)(Cl)(Cl)Cl.P(Cl)(Cl)(Cl)=O.[Na].N.[CH2:31](OCC)[CH3:32]>[Cl-].[NH4+].O>[F:1][C:2]1[CH:17]=[CH:16][CH:15]=[CH:14][C:3]=1[O:4][C:5]1[CH:6]=[C:7]([C:31]#[CH:32])[CH:8]=[CH:9][CH:10]=1 |f:6.7,^1:28|. Reported procedure: A mixture of 34.5 g of 4'-(2-fluorophenoxy)acetophenone, 41.6 g of phosphorus pentachloride, and 80 ml of phosphorus oxychloride was heated at 60° for 20 hours. The reaction mixture was cooled and volatile materials were distilled in vacuo. The crude 4-(2-fluorophenoxy)-α-chlorostyrene which remained was diluted with benzene which was removed by distillation; the dilution-distillation procedure was repeated three times. The residue then was dissolved in tetrahydrofuran. The resulting solution wa... The reactants are C(C)(C)(C)OC(=O)NC1=CC=C(C=C1)SC1=C(C=C(C(=O)O)C=C1)NC=1C2=C(N=CN1)N=C(C=C2)C(C)C (4-(4-tert-Butoxycarbonylamino-phenylsulfanyl)-3-(7-isopropyl-pyrido[2,3-d]pyrimidin-4-ylamino)-benzoic acid), F[B-](F)(F)F.N1(N=NC2=C1C=CC=C2)OC(=[N+](C)C)N(C)C (O-benzotriazol-1-yl-N,N,N′,N′-tetramethyluronium tetrafluoroborate), P(=O)(OCC(C)(C1=CC=CC=C1)N)(OC(C)(C)C)OC(C)(C)C (2-amino-2-phenylpropyl di-tert-butyl phosphate), C(C)(C)N(C(C)C)CC (N,N-diisopropylethylamine). Run in CS(=O)C (DMSO), O (WATER). Reaction conditions: time 2 hour. Product: C(C)(C)(C)OP(=O)(OC(C)(C)C)OCC(C)(C1=CC=CC=C1)NC(=O)C1=CC(=C(C=C1)SC1=CC=C(C=C1)NC(OC(C)(C)C)=O)NC=1C2=C(N=CN1)N=C(C=C2)C(C)C (tert-butyl 4-(4-(1-(di-tert-butoxyphosphoryloxy)-2-phenylpropan-2-ylcarbamoyl)-2-(7-isopropylpyrido[2,3-d]pyrimidin-4-ylamino)phenylthio)phenylcarbamate). Yield: 68.8%. As a reaction SMILES: [C:1]([O:5][C:6]([NH:8][C:9]1[CH:14]=[CH:13][C:12]([S:15][C:16]2[CH:24]=[CH:23][C:19]([C:20](O)=[O:21])=[CH:18][C:17]=2[NH:25][C:26]2[C:27]3[CH:35]=[CH:34][C:33]([CH:36]([CH3:38])[CH3:37])=[N:32][C:28]=3[N:29]=[CH:30][N:31]=2)=[CH:11][CH:10]=1)=[O:7])([CH3:4])([CH3:3])[CH3:2].F[B-](F)(F)F.N1(OC(N(C)C)=[N+](C)C)C2C=CC=CC=2N=N1.[P:61]([O:79][C:80]([CH3:83])([CH3:82])[CH3:81])([O:74][C:75]([CH3:78])([CH3:77])[CH3:76])([O:63][CH2:64][C:65]([NH2:73])([C:67]1[CH:72]=[CH:71][CH:70]=[CH:69][CH:68]=1)[CH3:66])=[O:62].C(N(CC)C(C)C)(C)C>CS(C)=O.O>[C:80]([O:79][P:61]([O:63][CH2:64][C:65]([NH:73][C:20]([C:19]1[CH:23]=[CH:24][C:16]([S:15][C:12]2[CH:13]=[CH:14][C:9]([NH:8][C:6](=[O:7])[O:5][C:1]([CH3:2])([CH3:4])[CH3:3])=[CH:10][CH:11]=2)=[C:17]([NH:25][C:26]2[C:27]3[CH:35]=[CH:34][C:33]([CH:36]([CH3:37])[CH3:38])=[N:32][C:28]=3[N:29]=[CH:30][N:31]=2)[CH:18]=1)=[O:21])([C:67]1[CH:68]=[CH:69][CH:70]=[CH:71][CH:72]=1)[CH3:66])([O:74][C:75]([CH3:78])([CH3:76])[CH3:77])=[O:62])([CH3:81])([CH3:82])[CH3:83] |f:1.2|. Reported procedure: The product of Example 385E (100 mg, 0.19 mmol), O-benzotriazol-1-yl-N,N,N′,N′-tetramethyluronium tetrafluoroborate [TBTU] (79 mg, 0.24 mmol) and the product of Example 442C (90 mg., 0.26 mmol) in DMSO (1.0 mL) were treated with N,N-diisopropylethylamine (100 μL, 0.57 mmol) dropwise at room temperature and stirred under N2 for 2 hours. The reaction was diluted with WATER (10 mL) with stirring. The resulting precipitate was extracted with ethyl acetate (50 mL). The organic layer was washed with W... The reactants are NC=1C=CC(=C(C1)S(=O)(=O)NC(=O)NC1=NC(=NC(=N1)OC)C)Cl (5-amino-2-chloro-N-[(4-methoxy-6-methyl-1,3,5-triazin-2-yl)aminocarbonyl]benzenesulfonamide), C(#N)[BH3-].[Na+] (sodium cyanoborohydride), C=O (formalin), [OH-].[Na+] (sodium hydroxide). Run in C(C)#N (acetonitrile), C(C)(=O)O (acetic acid), O (water), C(C)(=O)O (acetic acid). Run at time 2 hour. The product is desired product, CN(C=1C=CC(=C(C1)S(=O)(=O)NC(=O)NC1=NC(=NC(=N1)OC)C)Cl)C (5-dimethylamino-2-chloro-N-[(4-methoxy-6-methyl-1,3,5-triazin-2-yl)aminocarbonyl]benzenesulfonamide). As a reaction SMILES: N[C:2]1[CH:3]=[CH:4][C:5]([Cl:24])=[C:6]([S:8]([NH:11][C:12]([NH:14][C:15]2[N:20]=[C:19]([O:21][CH3:22])[N:18]=[C:17]([CH3:23])[N:16]=2)=[O:13])(=[O:10])=[O:9])[CH:7]=1.[C:25]([BH3-])#[N:26].[Na+].[CH2:29]=O.[OH-].[Na+]>C(#N)C.O.C(O)(=O)C>[CH3:29][N:26]([CH3:25])[C:2]1[CH:3]=[CH:4][C:5]([Cl:24])=[C:6]([S:8]([NH:11][C:12]([NH:14][C:15]2[N:20]=[C:19]([O:21][CH3:22])[N:18]=[C:17]([CH3:23])[N:16]=2)=[O:13])(=[O:10])=[O:9])[CH:7]=1 |f:1.2,4.5|. Reported procedure: To an agitated solution of 3.7 g of 5-amino-2-chloro-N-[(4-methoxy-6-methyl-1,3,5-triazin-2-yl)aminocarbonyl]benzenesulfonamide and 0.88 g of sodium cyanoborohydride in 50 ml of acetonitrile is added 3 ml of formalin. To the reaction mixture is then added 1 ml of glacial acetic acid over a period of 10 minutes. The reaction is then stirred at room temperature for 2 hours, another ml of glacial acetic acid is added and stirring is continued for an additional 30 minutes. The reaction mixture is th... Reactants: O.NN (hydrazine hydrate), C(=O)NC1=CC=CC(=C1C(=O)C1=C(C=CC=C1)Cl)N1C(=NN=C1CC1=CC=CC=C1)CN1C(C=2C(C1=O)=CC=CC2)=O (6-formamido-2'-chloro-2-[3-(phthalimidomethyl)-5-benzyl-4H-1,2,4-triazol-4-yl]benzophenone). Run in C(C)O (ethanol). Product: C(C1=CC=CC=C1)C1=NN=C2N1C1=C(C(=NC2)C2=C(C=CC=C2)Cl)C(=CC=C1)NC=O (1-benzyl-7-formamido-6-(o-chlorophenyl)-4H-s-triazolo[4,3-a][1,4]benzodiazepine). RXN SMILES: [CH:1]([NH:3][C:4]1[C:9]([C:10]([C:12]2[CH:17]=[CH:16][CH:15]=[CH:14][C:13]=2[Cl:18])=O)=[C:8]([N:19]2[C:23]([CH2:24][C:25]3[CH:30]=[CH:29][CH:28]=[CH:27][CH:26]=3)=[N:22][N:21]=[C:20]2[CH2:31][N:32]2C(=O)C3=CC=CC=C3C2=O)[CH:7]=[CH:6][CH:5]=1)=[O:2].O.NN>C(O)C>[CH2:24]([C:23]1[N:19]2[C:8]3[CH:7]=[CH:6][CH:5]=[C:4]([NH:3][CH:1]=[O:2])[C:9]=3[C:10]([C:12]3[CH:17]=[CH:16][CH:15]=[CH:14][C:13]=3[Cl:18])=[N:32][CH2:31][C:20]2=[N:21][N:22]=1)[C:25]1[CH:26]=[CH:27][CH:28]=[CH:29][CH:30]=1 |f:1.2|. Reported procedure: In the manner given in Example 5, 6-formamido-2'-chloro-2-[3-(phthalimidomethyl)-5-benzyl-4H-1,2,4-triazol-4-yl]benzophenone was heated in ethanol with hydrazine hydrate to give 1-benzyl-7-formamido-6-(o-chlorophenyl)-4H-s-triazolo[4,3-a][1,4]benzodiazepine. Reactants: ClC1=C(C=C(C=C1)Cl)C1=C(C=NO1)C(=O)OCC (ethyl 5-(2,5-dichlorophenyl)isoxazole-4-carboxylate), [H-].C(C(C)C)[Al+]CC(C)C (diisobutylaluminum hydride), Cl (hydrochloric acid). Run in O1CCCC1 (tetrahydrofuran). Reaction conditions: time 1 hour. Yields the product ClC1=C(C=C(C=C1)Cl)C1=C(C=NO1)CO (5-(2,5-dichlorophenyl)-4-isoxazolylmethanol). Isolated yield 71.0%. As a reaction SMILES: [Cl:1][C:2]1[CH:7]=[CH:6][C:5]([Cl:8])=[CH:4][C:3]=1[C:9]1[O:13][N:12]=[CH:11][C:10]=1[C:14](OCC)=[O:15].[H-].C([Al+]CC(C)C)C(C)C.Cl>O1CCCC1>[Cl:1][C:2]1[CH:7]=[CH:6][C:5]([Cl:8])=[CH:4][C:3]=1[C:9]1[O:13][N:12]=[CH:11][C:10]=1[CH2:14][OH:15] |f:1.2|. Reported procedure: To a solution of ethyl 5-(2,5-dichlorophenyl)isoxazole-4-carboxylate (6.40 g) in tetrahydrofuran (100 ml) was gently added diisobutylaluminum hydride (1.5 M toluene solution, 33 ml) at 0° C., and the mixture was stirred at room temperature for 1 hr. The reaction mixture was poured into dilute hydrochloric acid, and the mixture was extracted with ethyl acetate. The ethyl acetate layer was washed with saturated brine, dried (MgSO4) and concentrated. The residue was subjected to silica gel column c... Starting materials: COC(=O)C(Br)c1ccc(Oc2ccccc2)cc1, CO, Oc1ccc(Cl)cc1. The product is COC(=O)C(Oc1ccc(Cl)cc1)c1ccc(Oc2ccccc2)cc1. RXN SMILES: [Br:1][CH:2]([C:3](=[O:4])[O:5][CH3:6])[c:7]1[cH:8][cH:9][c:10]([O:13][c:14]2[cH:15][cH:16][cH:17][cH:18][cH:19]2)[cH:11][cH:12]1.[CH3:28][OH:29].[OH:20][c:21]1[cH:22][cH:23][c:24]([Cl:25])[cH:26][cH:27]1>>[CH:2]([C:3](=[O:4])[O:5][CH3:6])([c:7]1[cH:8][cH:9][c:10]([O:13][c:14]2[cH:15][cH:16][cH:17][cH:18][cH:19]2)[cH:11][cH:12]1)[O:20][c:21]1[cH:22][cH:23][c:24]([Cl:25])[cH:26][cH:27]1. Starting materials: [H-].[Na+] (sodium hydride), FC(C=1C=C(CCC2=NN(C(N2CC2=CC=CC=C2)=O)CC2=CC(=CC=C2)NC(C2=CC(=C(C=C2)Cl)Cl)=O)C=C(C1)C(F)(F)F)(F)F (3-(3,5-Bis(trifluoromethyl)phenethyl)-4-benzyl-1-(3-(3,4-dichlorobenzamido)benzyl)-5-oxo-1,2,4-triazole), IC (iodomethane). Run in C(C)(=O)OCC (ethyl acetate), O (water), CN(C)C=O (DMF). Reaction conditions: temperature 25 celsius, time 16 hour. The product is FC(C=1C=C(CCC2=NN(C(N2CC2=CC=CC=C2)=O)CC2=CC(=CC=C2)N(C(C2=CC(=C(C=C2)Cl)Cl)=O)C)C=C(C1)C(F)(F)F)(F)F (3-(3,5-Bis(trifluoromethyl)phenethyl)-4-benzyl-1-(3-(3,4-dichloro-(N-methyl)benzamido)benzyl)-5-oxo-1,2,4-triazole). RXN SMILES: [F:1][C:2]([F:47])([F:46])[C:3]1[CH:4]=[C:5]([CH:39]=[C:40]([C:42]([F:45])([F:44])[F:43])[CH:41]=1)[CH2:6][CH2:7][C:8]1[N:12]([CH2:13][C:14]2[CH:19]=[CH:18][CH:17]=[CH:16][CH:15]=2)[C:11](=[O:20])[N:10]([CH2:21][C:22]2[CH:27]=[CH:26][CH:25]=[C:24]([NH:28][C:29](=[O:38])[C:30]3[CH:35]=[CH:34][C:33]([Cl:36])=[C:32]([Cl:37])[CH:31]=3)[CH:23]=2)[N:9]=1.[H-].[Na+].I[CH3:51]>CN(C=O)C.C(OCC)(=O)C.O>[F:47][C:2]([F:1])([F:46])[C:3]1[CH:4]=[C:5]([CH:39]=[C:40]([C:42]([F:43])([F:44])[F:45])[CH:41]=1)[CH2:6][CH2:7][C:8]1[N:12]([CH2:13][C:14]2[CH:19]=[CH:18][CH:17]=[CH:16][CH:15]=2)[C:11](=[O:20])[N:10]([CH2:21][C:22]2[CH:27]=[CH:26][CH:25]=[C:24]([N:28]([CH3:51])[C:29](=[O:38])[C:30]3[CH:35]=[CH:34][C:33]([Cl:36])=[C:32]([Cl:37])[CH:31]=3)[CH:23]=2)[N:9]=1 |f:1.2|. Reported procedure: The compound of Example 12 (0.187 g, 0.27 mmol) was dissolved in DMF (10 ml) and sodium hydride (0.016 g, 0.40 mmol) was added followed by iodomethane (0.025 ml, 0.40 mmol). The solution was stirred at 25° C. for 16 hours and diluted with ethyl acetate (30 ml) and water (20 ml). The organic layer was collected and washed with water (3×50 ml), dried (MgSO4) and filtered and the solvent evaporated. The residue was chromatographed on silica eluting with 30% ethyl acetate/hexanes to yield the title ...